Dataset: the Open Reaction Database (ORD), a public repository of structured organic reaction records. Task: describe an organic reaction: reactants, conditions, products, and yield Reactants: CC(C)(C)OC(=O)C(CN)NC(=O)OCc1ccccc1, CCOC(=O)CCCn1cnc2c(Cl)ncnc21, CN(C)C=O, CCN(C(C)C)C(C)C. Yields the product CCOC(=O)CCCn1cnc2c(NCC(NC(=O)OCc3ccccc3)C(=O)OC(C)(C)C)ncnc21. RXN SMILES: [C:28]([CH3:29])([CH3:30])([CH3:31])[O:32][C:33]([CH:34]([CH2:35][NH2:36])[NH:37][C:38](=[O:39])[O:40][CH2:41][c:42]1[cH:43][cH:44][cH:45][cH:46][cH:47]1)=[O:48].[CH2:1]([CH3:2])[O:3][C:4]([CH2:5][CH2:6][CH2:7][n:8]1[c:9]2[n:10][cH:11][n:12][c:13]([Cl:17])[c:14]2[n:15][cH:16]1)=[O:18].[CH3:49][N:50]([CH3:51])[CH:52]=[O:53].[CH:19]([N:20]([CH2:21][CH3:22])[CH:23]([CH3:24])[CH3:25])([CH3:26])[CH3:27]>>[CH2:1]([CH3:2])[O:3][C:4]([CH2:5][CH2:6][CH2:7][n:8]1[c:9]2[n:10][cH:11][n:12][c:13]([NH:36][CH2:35][CH:34]([C:33]([O:32][C:28]([CH3:29])([CH3:30])[CH3:31])=[O:48])[NH:37][C:38](=[O:39])[O:40][CH2:41][c:42]3[cH:43][cH:44][cH:45][cH:46][cH:47]3)[c:14]2[n:15][cH:16]1)=[O:18]. The reactants are CC#N, FCCOc1ccc(CCl)cc1, [H-], [Na+], O, CC(C)(CO)c1ccccc1. Product: CC(C)(COCc1ccc(OCCF)cc1)c1ccccc1. RXN SMILES: [CH3:27][C:28]#[N:29].[F:14][CH2:15][CH2:16][O:17][c:18]1[cH:19][cH:20][c:21]([CH2:22][Cl:23])[cH:24][cH:25]1.[H-:1].[Na+:2].[OH2:26].[c:3]1([C:9]([CH2:10][OH:11])([CH3:12])[CH3:13])[cH:4][cH:5][cH:6][cH:7][cH:8]1>>[c:3]1([C:9]([CH2:10][O:11][CH2:22][c:21]2[cH:20][cH:19][c:18]([O:17][CH2:16][CH2:15][F:14])[cH:25][cH:24]2)([CH3:12])[CH3:13])[cH:4][cH:5][cH:6][cH:7][cH:8]1. The reactants are [H-].[Na+] (sodium hydride), 27.5, BrC1=C(C=CC(=C1)Br)CC#N (2,4-dibromobenzeneacetonitrile), CN(C=O)C (N,N-dimethylformamide), BrCCCC (1-bromobutane). The solvent is C1=CC=CC=C1 (benzene). Reaction conditions: time 2 hour. Product: 22, BrC1=C(C=CC(=C1)Br)C(C#N)CCCC (2,4-dibromo-α-butylbenzeneacetonitrile). Reaction SMILES: [Br:1][C:2]1[CH:7]=[C:6]([Br:8])[CH:5]=[CH:4][C:3]=1[CH2:9][C:10]#[N:11].CN(C)C=O.[H-].[Na+].Br[CH2:20][CH2:21][CH2:22][CH3:23]>C1C=CC=CC=1>[Br:1][C:2]1[CH:7]=[C:6]([Br:8])[CH:5]=[CH:4][C:3]=1[CH:9]([CH2:20][CH2:21][CH2:22][CH3:23])[C:10]#[N:11] |f:2.3|. Reported procedure: To a stirred and cooled (ice-bath) mixture of 27.5 parts of 2,4-dibromobenzeneacetonitrile, 135 parts of N,N-dimethylformamide and 67.5 parts of benzene are added portionwise 3.2 parts of sodium hydride dispersion 78% while nitrogen gas is introduced. After stirring for one hour, 14 parts of 1-bromobutane are added dropwise. Upon completion, stirring is continued for 2 hours at room temperature. The reaction mixture is poured onto water and the product is extracted twice with 2,2'-oxybispropane.... Starting materials: N1=CC=CC=C1 (pyridine), FC1=C(C(=CC=C1)F)S(=O)(=O)Cl (2,6-difluorobenzene-1-sulfonyl chloride), Intermediate 5, NC=1C(=C(C(=O)OC)C=CC1)Cl (methyl 3-amino-2-chlorobenzoate). Run in C(Cl)Cl (DCM). Yields the product ClC1=C(C(=O)OC)C=CC=C1NS(=O)(=O)C1=C(C=CC=C1F)F (Methyl 2-chloro-3-(2,6-difluorophenylsulfonamido)benzoate). Isolated yield 81.6%. RXN SMILES: [NH2:1][C:2]1[C:3]([Cl:12])=[C:4]([CH:9]=[CH:10][CH:11]=1)[C:5]([O:7][CH3:8])=[O:6].N1C=CC=CC=1.[F:19][C:20]1[CH:25]=[CH:24][CH:23]=[C:22]([F:26])[C:21]=1[S:27](Cl)(=[O:29])=[O:28]>C(Cl)Cl>[Cl:12][C:3]1[C:2]([NH:1][S:27]([C:21]2[C:22]([F:26])=[CH:23][CH:24]=[CH:25][C:20]=2[F:19])(=[O:29])=[O:28])=[CH:11][CH:10]=[CH:9][C:4]=1[C:5]([O:7][CH3:8])=[O:6]. Procedure details: Following a procedure analogous to Intermediate 5, Step A using methyl 3-amino-2-chlorobenzoate (39 g, 211 mmol) in DCM (200 mL) was added pyridine (51 g, 633 mmol) and 2,6-difluorobenzene-1-sulfonyl chloride (49.1 g, 232 mmol) the title compound was obtained (62 g, 81.6% yield). 1H NMR (400 MHz, CDCl3) δ ppm 7.87 (dd, J=1.8 Hz, 8.38 Hz, 1H), 7.72-7.79 (br, 1H), 7.56 (dd, J=1.8 Hz, 7.94 Hz, 1H), 7.45-7.53 (m, 1H), 7.28 (dd, J=7.9 Hz, 8.4 Hz, 1H), 6.95-7.01 (m, 2H), 3.89 (s, 3H). Reactants: C(C1=CC=CC=C1)OC(NC=1SC(=CC1C(=O)N)I)=O (benzyl[3-(aminocarbonyl)-5-iodo-2-thienyl]carbamate), FC1=C(C=CC(=C1)F)B(O)O (2,4-difluorophenylboronic acid), C([O-])([O-])=O.[Na+].[Na+] (sodium carbonate). Reagents/catalysts: Cl[Pd]([P](C1=CC=CC=C1)(C2=CC=CC=C2)C3=CC=CC=C3)([P](C4=CC=CC=C4)(C5=CC=CC=C5)C6=CC=CC=C6)Cl (dichlorobis(triphenylphosphine)palladium). The solvent is COCCOC (1,2-dimethoxyethane). Reaction conditions: temperature 100 celsius. The product is C(C1=CC=CC=C1)OC(NC=1SC(=CC1C(=O)N)C1=C(C=C(C=C1)F)F)=O (Benzyl[3-(aminocarbonyl)-5-(2,4-difluorophenyl)-2-thienyl]carbamate). Reaction SMILES: [CH2:1]([O:8][C:9](=[O:20])[NH:10][C:11]1[S:12][C:13](I)=[CH:14][C:15]=1[C:16]([NH2:18])=[O:17])[C:2]1[CH:7]=[CH:6][CH:5]=[CH:4][CH:3]=1.[F:21][C:22]1[CH:27]=[C:26]([F:28])[CH:25]=[CH:24][C:23]=1B(O)O.C(=O)([O-])[O-].[Na+].[Na+]>COCCOC.Cl[Pd](Cl)([P](C1C=CC=CC=1)(C1C=CC=CC=1)C1C=CC=CC=1)[P](C1C=CC=CC=1)(C1C=CC=CC=1)C1C=CC=CC=1>[CH2:1]([O:8][C:9](=[O:20])[NH:10][C:11]1[S:12][C:13]([C:25]2[CH:24]=[CH:23][C:22]([F:21])=[CH:27][C:26]=2[F:28])=[CH:14][C:15]=1[C:16]([NH2:18])=[O:17])[C:2]1[CH:7]=[CH:6][CH:5]=[CH:4][CH:3]=1 |f:2.3.4,^1:46,65|. Procedure details: A suspension of benzyl[3-(aminocarbonyl)-5-iodo-2-thienyl]carbamate (250 mg, 0.622 mmol), 2,4-difluorophenylboronic acid (349 mg, 2.21 mmol), dichlorobis(triphenylphosphine)palladium (21.8 mg, 0.031 mmol), and sodium carbonate (6.22 mL, 12.43 mmol) in 1,2-dimethoxyethane (10 mL) sealed in a 5 mL microwave reaction vessel was purged of oxygen by doing 5 vacuum/argon flush cycles. The reaction solution was heated in a Biotage microwave for five minutes at 100° C. The resulting mixture was partitio... Reactants: [BH3-]C#N, O=C([O-])O, CC(=O)O, CO, O=CCC(Cn1nnnc1-c1ccccc1)c1ccc(Cl)c(Cl)c1, ClCCl, [Na+], [Na+], OC1(c2ccccc2)CCNCC1. Yields the product OC1(c2ccccc2)CCN(CCC(Cn2nnnc2-c2ccccc2)c2ccc(Cl)c(Cl)c2)CC1. RXN SMILES: [C:42]([BH3-:43])#[N:44].[C:51](=[O:52])([OH:53])[O-:54].[CH3:38][C:39](=[O:40])[OH:41].[CH3:46][OH:47].[Cl:1][c:2]1[cH:3][c:4]([CH:9]([CH2:10][CH:11]=[O:12])[CH2:13][n:14]2[n:15][n:16][n:17][c:18]2-[c:19]2[cH:20][cH:21][cH:22][cH:23][cH:24]2)[cH:5][cH:6][c:7]1[Cl:8].[Cl:48][CH2:49][Cl:50].[Na+:45].[Na+:55].[OH:25][C:26]1([c:32]2[cH:33][cH:34][cH:35][cH:36][cH:37]2)[CH2:27][CH2:28][NH:29][CH2:30][CH2:31]1>>[Cl:1][c:2]1[cH:3][c:4]([CH:9]([CH2:10][CH2:11][N:29]2[CH2:28][CH2:27][C:26]([OH:25])([c:32]3[cH:33][cH:34][cH:35][cH:36][cH:37]3)[CH2:31][CH2:30]2)[CH2:13][n:14]2[n:15][n:16][n:17][c:18]2-[c:19]2[cH:20][cH:21][cH:22][cH:23][cH:24]2)[cH:5][cH:6][c:7]1[Cl:8]. The reactants are OC(C(CC1=CC=C(C=C1)C(F)(F)F)NC(OC(C)(C)C)=O)C1=CC=NC=C1 (1,1-dimethylethyl (1RS,2SR)-2-hydroxy-2-(4-pyridyl)-1-((4-(trifluoromethyl)phenyl)methyl)ethylcarbamate), FC(C(=O)O)(F)F (trifluoroacetic acid). Solvent: [OH-].[Na+] (sodium hydroxide). Run at time 10 minute. Product: NC(C(O)C1=CC=NC=C1)CC1=CC=C(C=C1)C(F)(F)F ((1RS,2SR)-2-amino-1-(4-pyridyl)-3-(4-(trifluoromethyl)phenyl)-1-propanol). Yield: 60.0%. As a reaction SMILES: [OH:1][CH:2]([C:23]1[CH:28]=[CH:27][N:26]=[CH:25][CH:24]=1)[CH:3]([NH:15]C(=O)OC(C)(C)C)[CH2:4][C:5]1[CH:10]=[CH:9][C:8]([C:11]([F:14])([F:13])[F:12])=[CH:7][CH:6]=1.FC(F)(F)C(O)=O>[OH-].[Na+]>[NH2:15][CH:3]([CH2:4][C:5]1[CH:10]=[CH:9][C:8]([C:11]([F:14])([F:12])[F:13])=[CH:7][CH:6]=1)[CH:2]([C:23]1[CH:28]=[CH:27][N:26]=[CH:25][CH:24]=1)[OH:1] |f:2.3|. Procedure details: To 1,1-dimethylethyl (1RS,2SR)-2-hydroxy-2-(4-pyridyl)-1-((4-(trifluoromethyl)phenyl)methyl)ethylcarbamate (300 mg, 0.76 mmol) was added trifluoroacetic acid (3 ml), and the mixture was stirred at room temperature for 10 min. To the reaction solution was added 1N aqueous sodium hydroxide solution (10 ml) and the mixture was extracted with ethyl acetate (20 ml×2). The extract was washed with saturated brine, dried over anhydrous magnesium sulfate and evaporated under reduced pressure. The residue...